This data is from the Open Reaction Database (ORD), a public repository of structured organic reaction records. The task is: describe an organic reaction: reactants, conditions, products, and yield The product is NCc1cc(Cl)c(N)c(I)c1. Reactants: CO, NCc1ccc(N)c(Cl)c1, ClI. Reaction SMILES: [CH3:13][OH:14].[Cl:1][c:2]1[cH:3][c:4]([CH2:5][NH2:6])[cH:7][cH:8][c:9]1[NH2:10].[I:11][Cl:12]>>[Cl:1][c:2]1[cH:3][c:4]([CH2:5][NH2:6])[cH:7][c:8]([I:11])[c:9]1[NH2:10]. The reactants are Cl.Cl.NC=1SC=C(N1)C(C(=O)N[C@H]1[C@@H]2N(C(=C(CS2)C[N+]2(CCN(CC2)C(C2=CC(=C(C=C2)O)O)=O)C)C(=O)[O-])C1=O)=NOCC(=O)OC(C)(C)C (7β-[2-(2-aminothiazol-4-yl)-2-tert-butoxycarbonylmethoxyiminoacetamido]-3-[1-methyl-4-(3,4-dihydroxybenzoyl)-1-piperazinio]methyl-3-cephem-4-carboxylate dihydrochloride), C(C)(C)OC(C)C (diisopropyl ether), FC(C(=O)O)(F)F (trifluoroacetic acid). Solvent: ClCCl (dichloromethane), C1(=CC=CC=C1)OC (anisole). Reaction conditions: time 3 hour. Product: NC=1SC=C(N1)C(C(=O)N[C@H]1[C@@H]2N(C(=C(CS2)C[N+]2(CCN(CC2)C(C2=CC(=C(C=C2)O)O)=O)C)C(=O)[O-])C1=O)=NOCC(=O)O (7β-[2-(2-aminothiazol-4-yl)-2-carboxymethoxyiminoacetamido]-3-[1-methyl-4-(3,4dihydroxybenzoyl)-1-piperazinio]methyl-3-cephem-4-carboxylate). Isolated yield 28.2%. RXN SMILES: Cl.Cl.[NH2:3][C:4]1[S:5][CH:6]=[C:7]([C:9](=[N:43][O:44][CH2:45][C:46]([O:48]C(C)(C)C)=[O:47])[C:10]([NH:12][C@@H:13]2[C:41](=[O:42])[N:15]3[C:16]([C:38]([O-:40])=[O:39])=[C:17]([CH2:20][N+:21]4([CH3:37])[CH2:26][CH2:25][N:24]([C:27](=[O:36])[C:28]5[CH:33]=[CH:32][C:31]([OH:34])=[C:30]([OH:35])[CH:29]=5)[CH2:23][CH2:22]4)[CH2:18][S:19][C@H:14]23)=[O:11])[N:8]=1.FC(F)(F)C(O)=O.C(OC(C)C)(C)C>ClCCl.C1(OC)C=CC=CC=1>[NH2:3][C:4]1[S:5][CH:6]=[C:7]([C:9](=[N:43][O:44][CH2:45][C:46]([OH:48])=[O:47])[C:10]([NH:12][C@@H:13]2[C:41](=[O:42])[N:15]3[C:16]([C:38]([O-:40])=[O:39])=[C:17]([CH2:20][N+:21]4([CH3:37])[CH2:26][CH2:25][N:24]([C:27](=[O:36])[C:28]5[CH:33]=[CH:32][C:31]([OH:34])=[C:30]([OH:35])[CH:29]=5)[CH2:23][CH2:22]4)[CH2:18][S:19][C@H:14]23)=[O:11])[N:8]=1 |f:0.1.2|. Procedure: To a suspension of 7β-[2-(2-aminothiazol-4-yl)-2-tert-butoxycarbonylmethoxyiminoacetamido]-3-[1-methyl-4-(3,4-dihydroxybenzoyl)-1-piperazinio]methyl-3-cephem-4-carboxylate dihydrochloride (syn isomer) (1.35 g) in dichloromethane (5.4 ml) and anisole (1.3 ml) was added dropwise trifluoroacetic acid (4 ml) at 25° C. The stirring was continued for 3 hours at the same temperature. The reaction mixture was poured into diisopropyl ether and the resulting precipitates were collected by filtration. The ...